From a dataset of the Open Reaction Database (ORD), a public repository of structured organic reaction records. describe an organic reaction: reactants, conditions, products, and yield The reactants are O=Cc1cc(Br)cc(Br)c1, NC1CCCc2ccccc21. The product is Brc1cc(Br)cc(CNC2CCCc3ccccc32)c1. RXN SMILES: [Br:1][c:2]1[cH:3][c:4]([CH:5]=[O:6])[cH:7][c:8]([Br:10])[cH:9]1.[CH:11]1([NH2:21])[CH2:12][CH2:13][CH2:14][c:15]2[cH:16][cH:17][cH:18][cH:19][c:20]21>>[Br:1][c:2]1[cH:3][c:4]([CH2:5][NH:21][CH:11]2[CH2:12][CH2:13][CH2:14][c:15]3[cH:16][cH:17][cH:18][cH:19][c:20]32)[cH:7][c:8]([Br:10])[cH:9]1. Starting materials: CC(C)N, ClCCl, O=C1COc2ccccc2C(=O)C1, Cc1ccc(S(=O)(=O)O)cc1. The product is CC(C)NC1=CC(=O)c2ccccc2OC1. As a reaction SMILES: [CH3:25][CH:26]([CH3:27])[NH2:28].[Cl:29][CH2:30][Cl:31].[O:1]1[CH2:2][C:3](=[O:13])[CH2:4][C:5](=[O:12])[c:6]2[c:7]1[cH:8][cH:9][cH:10][cH:11]2.[c:14]1([CH3:15])[cH:16][cH:17][c:18]([S:19]([OH:20])(=[O:21])=[O:22])[cH:23][cH:24]1>>[O:1]1[CH2:2][C:3]([NH:28][CH:26]([CH3:25])[CH3:27])=[CH:4][C:5](=[O:12])[c:6]2[c:7]1[cH:8][cH:9][cH:10][cH:11]2. The reactants are ClCC(=O)NC1=CC2=C(OC3=C2CCCCC3)C=C1 (2-chloro-N-7,8,9,10-tetrahydro-6H-benzo[b]cyclohepta[d]furan-2-ylacetamide), hydrochloride salt, CN(CCNC)C (N,N,N′-trimethylethylenediamine), C([O-])([O-])=O.[Cs+].[Cs+] (cesium carbonate). Reported procedure: Following the procedure of Example 40, 2-chloro-N-7,8,9,10-tetrahydro-6H-benzo[b]cyclohepta[d]furan-2-ylacetamide (0.13 g, 0.45 mmol), N,N,N′-trimethylethylenediamine (0.073 mL, 0.56 mmol), and cesium carbonate (0.29 g, 0.90 mmol) in acetonitrile (5 mL) provided N2-[2-(dimethylamino)ethyl]-N2-methyl-N1-7,8,9,10-tetrahydro-6H-benzo[b]cyclohepta[d]furan-2-ylglycinamide (0.058 g) as its hydrochloride salt after normal phase HPLC purification and treatment with 4 N hydrochloric acid in dioxane. MS (... RXN SMILES: Cl[CH2:2][C:3]([NH:5][C:6]1[CH:19]=[CH:18][C:9]2[O:10][C:11]3[CH2:17][CH2:16][CH2:15][CH2:14][CH2:13][C:12]=3[C:8]=2[CH:7]=1)=[O:4].[CH3:20][N:21]([CH3:26])[CH2:22][CH2:23][NH:24][CH3:25].C(=O)([O-])[O-].[Cs+].[Cs+]>C(#N)C>[CH3:20][N:21]([CH3:26])[CH2:22][CH2:23][N:24]([CH3:25])[CH2:2][C:3]([NH:5][C:6]1[CH:19]=[CH:18][C:9]2[O:10][C:11]3[CH2:17][CH2:16][CH2:15][CH2:14][CH2:13][C:12]=3[C:8]=2[CH:7]=1)=[O:4] |f:2.3.4|. The solvent is C(C)#N (acetonitrile). Yield: 37.5%. The product is CN(CCN(CC(=O)NC1=CC2=C(OC3=C2CCCCC3)C=C1)C)C (N2-[2-(dimethylamino)ethyl]-N2-methyl-N1-7,8,9,10-tetrahydro-6H-benzo[b]cyclohepta[d]furan-2-ylglycinamide). Reactants: ClC1=C(C(=O)O)C=C(C=C1)I (2-Chloro-5-iodobenzoic acid), C12(CC3CC(CC(C1)C3)C2)CN (adamantylmethylamine), C(C(=O)Cl)(=O)Cl (oxalyl chloride), CN(C=O)C (N,N-dimethylformamide). The solvent is ClCCl (dichloromethane), C(C)(=O)OCC (ethyl acetate), Cl (hydrochloric acid), C(C)N(CC)CC (Triethylamine), ClCCl (dichloromethane). Reaction conditions: time 1 hour. Product: ClC1=C(C(=O)NCC23CC4CC(CC(C2)C4)C3)C=C(C=C1)I (2-Chloro-5-iodo-N-(tricyclo[3.3.1.13,7]dec-1-ylmethyl)-benzamide). As a reaction SMILES: [Cl:1][C:2]1[CH:10]=[CH:9][C:8]([I:11])=[CH:7][C:3]=1[C:4]([OH:6])=O.C(Cl)(=O)C(Cl)=O.CN(C)C=O.[C:23]12([CH2:33][NH2:34])[CH2:32][CH:27]3[CH2:28][CH:29]([CH2:31][CH:25]([CH2:26]3)[CH2:24]1)[CH2:30]2>ClCCl.C(OCC)(=O)C.Cl.C(N(CC)CC)C>[Cl:1][C:2]1[CH:10]=[CH:9][C:8]([I:11])=[CH:7][C:3]=1[C:4]([NH:34][CH2:33][C:23]12[CH2:32][CH:27]3[CH2:26][CH:25]([CH2:31][CH:29]([CH2:28]3)[CH2:30]1)[CH2:24]2)=[O:6]. Reported procedure: 2-Chloro-5-iodobenzoic acid (10.0 g) was suspended in dichloromethane (160 ml) then oxalyl chloride (4.0 ml) was added followed by N,N-dimethylformamide (40 μl). After 24 h the solvent was evaporated to afford a white solid, which was redissolved in dichloromethane (160 ml). Triethylamine (14.8 ml) was added followed by adamantylmethylamine (6.9 ml) with cooling to maintain a temperature below 30° C. The resulting cloudy mixture was stirred for 1 h, then evaporated to give a pale yellow solid. T... Reactants: Cl.Cl.OC(CC[C@H]1[C@H](CN(CC1)CCSC1CCCC1)CC(=O)OC)C1=CC=NC2=CC=C(C=C12)OC (methyl (3R,4R)-4-[3-(R,S)-hydroxy-3-(6-methoxyquinolin-4-yl)propyl]-1-[2-(cyclopentylthio)ethyl]piperidine-3-acetate dihydrochloride), [OH-].[Na+] (sodium hydroxide), C(Cl)(Cl)Cl (chloroform). Solvent: C(C)OCC (diethyl ether), O1CCOCC1 (dioxane). Reaction conditions: temperature 65 celsius, time 6 hour. The product is OC(CC[C@H]1[C@H](CN(CC1)CCSC1CCCC1)CC(=O)O)C1=CC=NC2=CC=C(C=C12)OC ((3R,4R)-4-[3-(R,S)-hydroxy-3-(6-methoxyquinolin-4-yl)propyl]-1-[2-(cyclopentylthio)ethyl]piperidine-3-acetic acid). Isolated yield 99.4%. As a reaction SMILES: Cl.Cl.[OH:3][CH:4]([C:26]1[C:35]2[C:30](=[CH:31][CH:32]=[C:33]([O:36][CH3:37])[CH:34]=2)[N:29]=[CH:28][CH:27]=1)[CH2:5][CH2:6][C@@H:7]1[CH2:12][CH2:11][N:10]([CH2:13][CH2:14][S:15][CH:16]2[CH2:20][CH2:19][CH2:18][CH2:17]2)[CH2:9][C@@H:8]1[CH2:21][C:22]([O:24]C)=[O:23].[OH-].[Na+].C(Cl)(Cl)Cl>O1CCOCC1.C(OCC)C>[OH:3][CH:4]([C:26]1[C:35]2[C:30](=[CH:31][CH:32]=[C:33]([O:36][CH3:37])[CH:34]=2)[N:29]=[CH:28][CH:27]=1)[CH2:5][CH2:6][C@@H:7]1[CH2:12][CH2:11][N:10]([CH2:13][CH2:14][S:15][CH:16]2[CH2:20][CH2:19][CH2:18][CH2:17]2)[CH2:9][C@@H:8]1[CH2:21][C:22]([OH:24])=[O:23] |f:0.1.2,3.4|. Procedure details: A solution of 1.6 g of methyl (3R,4R)-4-[3-(R,S)-hydroxy-3-(6-methoxyquinolin-4-yl)propyl]-1-[2-(cyclopentylthio)ethyl]piperidine-3-acetate dihydrochloride in 30 cm3 of dioxane, to which had been added 2.6 cm3 of 5N aqueous sodium hydroxide solution, was stirred for 6 hours at a temperature in the region of 65° C. After concentrating the reaction mixture under reduced pressure (5 kPa) at a temperature in the region of 40° C., a residue was obtained, which residue was taken up in 2 times 30 cm3 o... Reactants: [OH-].[Na+] (sodium hydroxide), C1(CC1)(C(=O)OC)C(=O)[O-] (methyl 1,1-cyclopropanedicarboxylate). The solvent is CO (methanol). Run at time 4 day. Yields the product COC(=O)C1(CC1)C(=O)O (1-(Methoxycarbonyl)cyclopropanecarboxylic acid). As a reaction SMILES: [OH-].[Na+].[C:3]1([C:10]([O-:12])=[O:11])([C:6]([O:8][CH3:9])=[O:7])[CH2:5][CH2:4]1>CO>[CH3:9][O:8][C:6]([C:3]1([C:10]([OH:12])=[O:11])[CH2:5][CH2:4]1)=[O:7] |f:0.1|. Procedure details: 1.45 liters of 1N sodium hydroxide solution are added to a solution, cooled to 5° C., of 1.45 ml of methyl 1,1-cyclopropanedicarboxylate in 2.5 liters of methanol. After stirring for 4 days at ambient temperature, the mixture is three-quarters concentrated, extracted with ether and then treated in customary manner, allowing the expected product to be isolated.